This data is from the Open Reaction Database (ORD), a public repository of structured organic reaction records. The task is: describe an organic reaction: reactants, conditions, products, and yield Reactants: COC(C(C(C=1C=C(C=CC1)C)Cl)=O)=O (3-chloro-2-oxo-3-m-tolyl-propionic acid methyl ester), C(C)(=S)N (thioacetamide). Product: COC(=O)C=1N=C(SC1C=1C=C(C=CC1)C)C (2-Methyl-5-m-tolyl-thiazole-4-carboxylic acid methyl ester). Reaction SMILES: [CH3:1][O:2][C:3](=[O:15])[C:4](=O)[CH:5](Cl)[C:6]1[CH:7]=[C:8]([CH3:12])[CH:9]=[CH:10][CH:11]=1.[C:16]([NH2:19])(=[S:18])[CH3:17]>>[CH3:1][O:2][C:3]([C:4]1[N:19]=[C:16]([CH3:17])[S:18][C:5]=1[C:6]1[CH:7]=[C:8]([CH3:12])[CH:9]=[CH:10][CH:11]=1)=[O:15]. Procedure details: prepared by reaction of 3-chloro-2-oxo-3-m-tolyl-propionic acid methyl ester with thioacetamide. LC-MS: tR=0.94 min; [M+H]+=248.0.